This data is from the Open Reaction Database (ORD), a public repository of structured organic reaction records. The task is: describe an organic reaction: reactants, conditions, products, and yield Starting materials: C(#N)C(C(=O)N)C1OC(C(=C1Cl)Cl)=O (2-cyano-2-(3,4-dichloro-5-oxo-2,5-dihydrofuran-2-yl)acetamide), Cl.FC1=CC(=C(C=C1)CN)S(=O)(=O)C (1-[4-fluoro-2-(methylsulfonyl)phenyl]methanamine hydrochloride), C([O-])([O-])=O.[K+].[K+] (potassium carbonate), [OH-].[Na+] (sodium hydroxide). The solvent is C(C)O (ethanol). The product is Cl.ClC=1C=C(C(N(C1)CC1=C(C=C(C=C1)F)S(=O)(=O)C)=N)C(=O)N (5-chloro-1-[4-fluoro-2-(methylsulfonyl)benzyl]-2-imino-1,2-dihydropyridine-3-carboxamide hydrochloride). Isolated yield 48.5%. As a reaction SMILES: [C:1]([CH:3]([CH:7]1[C:11]([Cl:12])=[C:10](Cl)C(=O)O1)[C:4]([NH2:6])=[O:5])#[N:2].Cl.[F:16][C:17]1[CH:22]=[CH:21][C:20]([CH2:23][NH2:24])=[C:19]([S:25]([CH3:28])(=[O:27])=[O:26])[CH:18]=1.C(=O)([O-])[O-].[K+].[K+].[OH-].[Na+]>C(O)C>[ClH:12].[Cl:12][C:11]1[CH:7]=[C:3]([C:4]([NH2:6])=[O:5])[C:1](=[NH:2])[N:24]([CH2:23][C:20]2[CH:21]=[CH:22][C:17]([F:16])=[CH:18][C:19]=2[S:25]([CH3:28])(=[O:27])=[O:26])[CH:10]=1 |f:1.2,3.4.5,6.7,9.10|. Reported procedure: A mixture of 2-cyano-2-(3,4-dichloro-5-oxo-2,5-dihydrofuran-2-yl)acetamide (3.0 g), 1-[4-fluoro-2-(methylsulfonyl)phenyl]methanamine hydrochloride (3.67 g) and potassium carbonate (5.29 g) was stirred in ethanol (50 ml) at 85° C. for 24 hr. The reaction mixture was treated with 1N sodium hydroxide solution, and extracted with ethyl acetate. The organic layer was washed with saturated brine, and dried over magnesium sulfate. The solvent was evaporated under reduced pressure. The residue was purif... Reactants: FC1=C(C#N)C(=CC=C1)S(=O)(=O)C1=CC(=CC=C1)OC (2-Fluoro-6-[(3 -methoxyphenyl)sulfonyl]benzonitrile), [NH4+].[OH-] (NH4OH). Run in CO.CCO (MeOH EtOH). Conditions: temperature 130 celsius. Yields the product NC1=C(C#N)C(=CC=C1)S(=O)(=O)C1=CC(=CC=C1)OC (2-Amino-6-[(3-methoxyphenyl)sulfonyl]benzonitrile). As a reaction SMILES: F[C:2]1[CH:9]=[CH:8][CH:7]=[C:6]([S:10]([C:13]2[CH:18]=[CH:17][CH:16]=[C:15]([O:19][CH3:20])[CH:14]=2)(=[O:12])=[O:11])[C:3]=1[C:4]#[N:5].[NH4+:21].[OH-]>CO.CCO>[NH2:21][C:2]1[CH:9]=[CH:8][CH:7]=[C:6]([S:10]([C:13]2[CH:18]=[CH:17][CH:16]=[C:15]([O:19][CH3:20])[CH:14]=2)(=[O:12])=[O:11])[C:3]=1[C:4]#[N:5] |f:1.2,3.4|. Reported procedure: To a solution of 0.7 g (2.4 mmol) of 2-fluoro-6-[(3-methoxyphenyl)sulfonyl]benzonitrile (Example 14) in 110 ml of MeOH/EtOH (7:4) was added 20 mL of concentrated NH4OH, This mixture was sealed in a glass-lined bomb and heated at 130° C. for 3 h. After solvent removal, the resultant concentrate was purified by flash column chromatography on silica gel with 5% MeOH in methylene chloride as the eluent. This resulted in 0.16 g (23%) of 2-amino-6-[(3-methoxyphenyl)sulfonyl]benzonitrile as a solid: mp... The reactants are C([O-])([O-])=O.[Cs+].[Cs+] (caesium carbonate), CC(C1=CC=CC=C1)Br (α-methylbenzyl bromide), C(CC)N (propylamine). Solvent: CN(C=O)C (dimethylformamide). Yields the product C(CC)NC(C1=CC=CC=C1)C (N-propyl-α-methylbenzylamine). Yield: 95.0%. As a reaction SMILES: [CH2:1]([NH2:4])[CH2:2][CH3:3].C(=O)([O-])[O-].[Cs+].[Cs+].[CH3:11][CH:12](Br)[C:13]1[CH:18]=[CH:17][CH:16]=[CH:15][CH:14]=1>CN(C)C=O>[CH2:1]([NH:4][CH:12]([CH3:11])[C:13]1[CH:18]=[CH:17][CH:16]=[CH:15][CH:14]=1)[CH2:2][CH3:3] |f:1.2.3|. Reported procedure: Introduce 23 ml of propylamine into 200 ml of dimethylformamide, add 32 g of caesium carbonate and 9.25 g of α-methylbenzyl bromide. Leave for 4 hours at room temperature. Evaporate to dryness and take up with water. Extract with ethyl acetate, dry over anhydrous sodium sulphate and evaporate to dryness to obtain the expected product. The reactants are C(C1=CC=CC=C1)C(C(=O)OCC)(C(=O)OCC)O (diethyl benzyl(hydroxy)propanedioate), [OH-].[Na+] (NaOH), N(=C=O)[C@H](C)C1=CC=CC=C1 ([(1R)-1-isocyanatoethyl]benzene). Solvent: C1CCOC1 (THF), C1CCOC1 (THF). Reaction conditions: temperature 0 celsius, time 5 minute. Product: C(C1=CC=CC=C1)C1(C(N(C(O1)=O)[C@H](C)C1=CC=CC=C1)=O)C(=O)OCC (Ethyl 5-benzyl-2,4-dioxo-3-[(1R)-1-phenylethyl]-1,3-oxazolidine-5-carboxylate). As a reaction SMILES: [OH-].[Na+].[CH2:3]([C:10]([OH:21])([C:16]([O:18]CC)=O)[C:11]([O:13][CH2:14][CH3:15])=[O:12])[C:4]1[CH:9]=[CH:8][CH:7]=[CH:6][CH:5]=1.[N:22]([C@@H:25]([C:27]1[CH:32]=[CH:31][CH:30]=[CH:29][CH:28]=1)[CH3:26])=[C:23]=[O:24]>C1COCC1>[CH2:3]([C:10]1([C:11]([O:13][CH2:14][CH3:15])=[O:12])[O:21][C:23](=[O:24])[N:22]([C@@H:25]([C:27]2[CH:32]=[CH:31][CH:30]=[CH:29][CH:28]=2)[CH3:26])[C:16]1=[O:18])[C:4]1[CH:5]=[CH:6][CH:7]=[CH:8][CH:9]=1 |f:0.1|. Reported procedure: To a mixture of NaOH (25 g) and 15.7 g of activated molecular sieves in 1159 mL of THF at 0° C. was added a 1159 mL THF solution of diethyl benzyl(hydroxy)propanedioate (153 g). After 5 min, to this mixture was added [(1R)-1-isocyanatoethyl]benzene (118 g). The mixture was stirred at 0° C. for 30 min and then warmed to ambient temperature and stirred for 4 h. The reaction mixture was directly purified using a Biotage silica gel chromatography system (5-30% ethyl acetate in hexanes) to give the t... The reactants are CN1CCN(CC1)C1=C(N)C=CC=C1 (2-(4-methylpiperazin-1-yl)-aniline), ClC=1C=C(C=CC1Cl)NC(C=C)=O (N-(3,4-dichlorophenyl)-acrylamide), F[B-](F)(F)F.[H+] (tetrafluoroboric acid), N(=O)[O-].[Na+] (sodium nitrite). Reagents/catalysts: C(C)(=O)[O-].[Pd+2].C(C)(=O)[O-] (palladium (II) acetate). Run in O (water), O (water), CO (methanol). Reaction conditions: time 30 minute. Yields the product ClC=1C=C(C=CC1Cl)NC(C=CC1=C(C=CC=C1)N1CCN(CC1)C)=O (N-(3,4-Dichlorophenyl)-3-[2-(4-methylpiperazin-1-yl)phenyl]-acrylamide). As a reaction SMILES: [CH3:1][N:2]1[CH2:7][CH2:6][N:5]([C:8]2[CH:14]=[CH:13][CH:12]=[CH:11][C:9]=2N)[CH2:4][CH2:3]1.F[B-](F)(F)F.[H+].N([O-])=O.[Na+].[Cl:25][C:26]1[CH:27]=[C:28]([NH:33][C:34](=[O:37])[CH:35]=[CH2:36])[CH:29]=[CH:30][C:31]=1[Cl:32]>O.CO.C([O-])(=O)C.[Pd+2].C([O-])(=O)C>[Cl:25][C:26]1[CH:27]=[C:28]([NH:33][C:34](=[O:37])[CH:35]=[CH:36][C:9]2[CH:11]=[CH:12][CH:13]=[CH:14][C:8]=2[N:5]2[CH2:6][CH2:7][N:2]([CH3:1])[CH2:3][CH2:4]2)[CH:29]=[CH:30][C:31]=1[Cl:32] |f:1.2,3.4,8.9.10|. Procedure details: In a flame-dried 3-neck round bottom flask containing a magnetic stir bar, water condensor and dry nitrogen (N2) inlet were placed 2-(4-methylpiperazin-1-yl)-aniline (0.200 g, 1.05 mmol) and 50% aqueous tetrafluoroboric acid (HBF4)(0.33 ml, 2.63 mmol). To the stirred mixture, sodium nitrite (0.076 g, 1.10 mmol) in 2 mL of water was added and stirring was continued at 0° C. for 30 minutes. A solution of N-(3,4-dichlorophenyl)-acrylamide (0.454 g, 2.1 mmol) in 4 mL of methanol, followed by palladi...